Dataset: the Open Reaction Database (ORD), a public repository of structured organic reaction records. Task: describe an organic reaction: reactants, conditions, products, and yield Reactants: C(C)OC(C(C(=O)OCC)=CNC1=CC=NN1CC=1OC=CC1)=O ([[[1-(2-furyl)methyl-5-pyrazolyl]amino]methylene]-malonic acid diethyl ester), C(C)O (ethanol). The solvent is C1(=CC=CC=C1)OC1=CC=CC=C1 (diphenyl ether). Yields the product C(C)OC(=O)C=1C(=C2C(=NC1)N(N=C2)CC=2OC=CC2)O (4-Hydroxy-1-(2-furyl)methyl-1H-pyrazolo[3,4-b]pyridine-5-carboxylic acid ethyl ester). RXN SMILES: C(O[C:4](=[O:24])[C:5](=[CH:11][NH:12][C:13]1[N:17]([CH2:18][C:19]2[O:20][CH:21]=[CH:22][CH:23]=2)[N:16]=[CH:15][CH:14]=1)[C:6]([O:8][CH2:9][CH3:10])=[O:7])C.C(O)C>C1(OC2C=CC=CC=2)C=CC=CC=1>[CH2:9]([O:8][C:6]([C:5]1[C:4]([OH:24])=[C:14]2[CH:15]=[N:16][N:17]([CH2:18][C:19]3[O:20][CH:21]=[CH:22][CH:23]=3)[C:13]2=[N:12][CH:11]=1)=[O:7])[CH3:10]. Procedure details: 250 g of [[[1-(2-furyl)methyl-5-pyrazolyl]amino]methylene]-malonic acid diethyl ester (0.75 mol) is dissolved in 1 liter of diphenyl ether and heated to 240° for 2 hours. The ethanol formed is continuously distilled off. The solvent is removed in vacuo. The 4-hydroxy-1-(2-furyl)methyl-1H-pyrazolo[3,4-b]pyridine-5-carboxylic acid ethyl ester remains and is recrystallized from methanol, yield 248 g (86%), m.p. 103°-106°. Starting materials: CC(C)(C)OC(=O)c1cc2c(Br)cncc2n1Cc1ccc(I)cc1F, [CH3], CO, [Na+], [OH-]. The product is O=C([O-])c1cc2c(Br)cncc2n1Cc1ccc(I)cc1F, [Na+]. Reaction SMILES: [Br:2][c:3]1[c:4]2[c:5]([cH:6][n:7][cH:8]1)[n:9]([CH2:19][c:20]1[c:21]([F:27])[cH:22][c:23]([I:26])[cH:24][cH:25]1)[c:10]([C:12](=[O:13])[O:14][C:15]([CH3:16])([CH3:17])[CH3:18])[cH:11]2.[CH3:1].[CH3:30][OH:31].[Na+:29].[OH-:28]>>[Br:2][c:3]1[c:4]2[c:5]([cH:6][n:7][cH:8]1)[n:9]([CH2:19][c:20]1[c:21]([F:27])[cH:22][c:23]([I:26])[cH:24][cH:25]1)[c:10]([C:12](=[O:13])[O-:14])[cH:11]2.[Na+:29].